Dataset: the Open Reaction Database (ORD), a public repository of structured organic reaction records. Task: describe an organic reaction: reactants, conditions, products, and yield Reactants: C1(CCCCC1)C1=CC=C(C=C1)C(=CC(C)=O)CC (4-(4-cyclohexylphenyl)-3-hexene-2-one), C1(CCCCC1)C1=CC=C(C=C1)C(=CC(C)=O)CC (4-(4-cyclohexyl-phenyl)-3-hexene-2-one), C1(CCCCC1)C1=CC=C(C=C1)/C(=C/C(C)=O)/CC ((E)-4-(4-cyclohexyl-phenyl)-3-hexene-2-one). Yields the product C1(CCCCC1)C1=CC=C(C=C1)C(CC(C)=O)CC (4-(4-Cyclohexyl-phenyl)-2-hexanone). Isolated yield 86.0%. As a reaction SMILES: [CH:1]1([C:7]2[CH:12]=[CH:11][C:10]([C:13]([CH2:18][CH3:19])=[CH:14][C:15](=[O:17])[CH3:16])=[CH:9][CH:8]=2)[CH2:6][CH2:5][CH2:4][CH2:3][CH2:2]1.C1(C2C=CC(/C(/CC)=C/C(=O)C)=CC=2)CCCCC1>>[CH:1]1([C:7]2[CH:8]=[CH:9][C:10]([CH:13]([CH2:18][CH3:19])[CH2:14][C:15](=[O:17])[CH3:16])=[CH:11][CH:12]=2)[CH2:2][CH2:3][CH2:4][CH2:5][CH2:6]1. Procedure: 4-(4-Cyclohexyl-phenyl)-2-hexanone was prepared analogous to Example 66 from the mixture of isomers of 4-(4-cyclohexylphenyl)-3-hexene-2-one and 4-(4-cyclohexyl-phenyl)-3-hexene-2-one and 4-(4-cyclohexyl-phenyl)-4-hexene-2-one obtained in Example 56. Yield: 86% of theory. B.p. 137°-142°C at 0.1 mm Hg. RXN SMILES: Br[C:2]1[CH:3]=[C:4]2[C@@:15]3([CH2:19][S:18][C:17]([NH2:20])=[N:16]3)[C:14]3[CH:13]=[C:12](Cl)[N:11]=[C:10]([F:22])[C:9]=3[O:8][C:5]2=[CH:6][CH:7]=1.[F:23][C:24]1[C:29](B(O)O)=[CH:28][CH:27]=[CH:26][N:25]=1.[F:33][C:34]1[CH:39]=[C:38](B(O)O)[CH:37]=[CH:36][N:35]=1>>[F:22][C:10]1[C:9]2[O:8][C:5]3[C:4]([C@@:15]4([CH2:19][S:18][C:17]([NH2:20])=[N:16]4)[C:14]=2[CH:13]=[C:12]([C:38]2[CH:37]=[CH:36][N:35]=[C:34]([F:33])[CH:39]=2)[N:11]=1)=[CH:3][C:2]([C:29]1[C:24]([F:23])=[N:25][CH:26]=[CH:27][CH:28]=1)=[CH:7][CH:6]=3. Reactants: BrC=1C=C2C(=CC1)OC=1C(=NC(=CC1[C@@]21N=C(SC1)N)Cl)F ((S)-7-bromo-3-chloro-1-fluoro-5′H-spiro[chromeno[2,3-c]pyridine-5,4′-thiazol]-2′-amine), FC1=NC=CC=C1B(O)O (2-fluoropyridin-3-ylboronic acid), FC1=NC=CC(=C1)B(O)O (2-fluoropyridin-4-ylboronic acid). Product: FC1=NC(=CC2=C1OC1=CC=C(C=C1[C@]21N=C(SC1)N)C=1C(=NC=CC1)F)C1=CC(=NC=C1)F ((S)-1-fluoro-7-(2-fluoropyridin-3-yl)-3-(2-fluoropyridin-4-yl)-5′H-spiro[chromeno[2,3-c]pyridine-5,4′-thiazol]-2′-amine). Procedure: The titled compound was synthesized by steps analogous to those described in method BB12 above, but using (S)-7-bromo-3-chloro-1-fluoro-5′H-spiro[chromeno[2,3-c]pyridine-5,4′-thiazol]-2′-amine (prepared as described in Method BB26 but using 7-bromo-3-chloro-1-fluoro-5H-chromeno[2,3-c]pyridin-5-one), 2-fluoropyridin-3-ylboronic acid and 2-fluoropyridin-4-ylboronic acid. Reactants: [SiH](CC)(CC)CC (Et3SiH), C(C=C)Cl (allyl chloride). Reagents/catalysts: Pt. As a reaction SMILES: [SiH:1]([CH2:6][CH3:7])([CH2:4][CH3:5])[CH2:2][CH3:3].[CH2:8]([Cl:11])[CH:9]=[CH2:10]>>[Si:1]([Cl:11])([CH2:6][CH3:7])([CH2:4][CH3:5])[CH2:2][CH3:3].[Si:1]([CH2:10][CH2:9][CH2:8][Cl:11])([CH2:6][CH3:7])([CH2:4][CH3:5])[CH2:2][CH3:3]. The product is [Si](CC)(CC)(CC)Cl (Et3SiCl), [Si](CC)(CC)(CC)CCCCl (Et3SiCH2CH2CH2Cl). Yield: 15.5%. Reaction conditions: temperature 27 celsius, time 1 hour. Procedure: In a 100 ml apparatus, there were combined 11.6 g (0.1 mol) of Et3SiH, 7.7 g (0.1 mol of allyl chloride, and 0.05 ml Pt catalyst solution at 19° C. After stirring 1 hr, temperature had increased to 27° C., followed by heating at 70° C. for 17 hr. The incomplete reaction was vacuum distilled, yielding 8.9 g (42%) of Et3SiCl, and 3.0 g (15.5%) of Et3SiCH2CH2CH2Cl. The Et3SiCH2CH2C2Cl/Et3SiCl molar selectivity ratio was 0.37. This example shows that the unpromoted reaction between Et3SiH and CH2 =C... RXN SMILES: [BrH:46].[CH3:53][C:54](=[O:55])[OH:56].[Cl:1][c:2]1[cH:3][cH:4][c:5]([CH2:6][CH:7]2[C:8](=[O:43])[N:9]([CH:40]([CH3:41])[CH3:42])[CH2:10][CH:11]3[N:12]2[C:13](=[O:39])[CH:14]([NH:28][C:29](=[O:30])[O:31][CH2:32][c:33]2[cH:34][cH:35][cH:36][cH:37][cH:38]2)[CH2:15][N:16]3[S:17](=[O:18])(=[O:19])[c:20]2[c:21]([Cl:27])[cH:22][c:23]([Cl:26])[cH:24][cH:25]2)[cH:44][cH:45]1.[Na+:47].[Na+:48].[O-:49][C:50](=[O:51])[O-:52]>>[Cl:1][c:2]1[cH:3][cH:4][c:5]([CH2:6][CH:7]2[C:8](=[O:43])[N:9]([CH:40]([CH3:41])[CH3:42])[CH2:10][CH:11]3[N:12]2[C:13](=[O:39])[CH:14]([NH2:28])[CH2:15][N:16]3[S:17](=[O:18])(=[O:19])[c:20]2[c:21]([Cl:27])[cH:22][c:23]([Cl:26])[cH:24][cH:25]2)[cH:44][cH:45]1. The reactants are Br, CC(=O)O, CC(C)N1CC2N(C(=O)C(NC(=O)OCc3ccccc3)CN2S(=O)(=O)c2ccc(Cl)cc2Cl)C(Cc2ccc(Cl)cc2)C1=O, [Na+], [Na+], O=C([O-])[O-]. The product is CC(C)N1CC2N(C(=O)C(N)CN2S(=O)(=O)c2ccc(Cl)cc2Cl)C(Cc2ccc(Cl)cc2)C1=O. Starting materials: C1=CC=C2C(=C1)C(=O)OC23C4=CC(=C(C=C4OC5=CC(=C(C=C35)Cl)O)O)Cl (2′,7′-Dichlorofluorescein), C(C)(=O)O (acetic acid), C1=CC=C2C(=C1)C(=O)OC23C4=CC(=C(C=C4OC5=CC(=C(C=C35)Cl)O)O)Cl (2′,7′-Dichlorofluorescein). The reagents and catalysts are [Zn] (Zn), [Zn] (Zn). Run in C1CCOC1 (THF). Run at time 8 hour. Product: ClC1=CC=2C(C3=CC(=C(C=C3OC2C=C1O)O)Cl)C1=C(C(=O)O)C=CC=C1 (2-(2,7-Dichloro-3,6-dihydroxy-9H-xanthen-9-yl)-benzoic acid). Reaction SMILES: [CH:1]1[CH:6]=[C:5]2[C:7]([O:9][C:10]3([C:23]4[C:18](=[CH:19][C:20]([OH:25])=[C:21]([Cl:24])[CH:22]=4)[O:17][C:16]4[C:11]3=[CH:12][C:13]([Cl:27])=[C:14]([OH:26])[CH:15]=4)[C:4]2=[CH:3][CH:2]=1)=[O:8].C(O)(=O)C>C1COCC1.[Zn]>[Cl:24][C:21]1[C:20]([OH:25])=[CH:19][C:18]2[O:17][C:16]3[C:11](=[CH:12][C:13]([Cl:27])=[C:14]([OH:26])[CH:15]=3)[CH:10]([C:4]3[CH:3]=[CH:2][CH:1]=[CH:6][C:5]=3[C:7]([OH:9])=[O:8])[C:23]=2[CH:22]=1. Reported procedure: 2′,7′-Dichlorofluorescein (2.0 g, 5.0 mmol) was dissolved in 80 mL of THF, containing 2 mL of acetic acid. Zn (powder, 8.0 g, 122 mmol) was added portionwise (0.5 g with ˜15 min intervals) to the solution of 2′,7′-Dichlorofluorescein. After all amount of Zn was added the reaction mixture was stirred overnight. All solids have been filtered off, washed with THF and evaporated. The residue was re-dissolved in ethyl acetate (120 mL) and washed with water (2×30 mL), brine (30 mL), dried over sodium ... Starting materials: CCC(O)(C#Cc1ccc(C(CC)(CC)c2ccc(-c3cncc(CC(=O)OC)c3)cc2)cc1C)CC, CO, [Cl-], [NH4+], [Na+], C1CCOC1, [OH-]. Product: CCC(O)(C#Cc1ccc(C(CC)(CC)c2ccc(-c3cncc(CC(=O)O)c3)cc2)cc1C)CC. Reaction SMILES: [CH3:3][O:4][C:5]([CH2:6][c:7]1[cH:8][n:9][cH:10][c:11](-[c:13]2[cH:14][cH:15][c:16]([C:19]([CH2:20][CH3:21])([c:22]3[cH:23][c:24]([CH3:36])[c:25]([C:28]#[C:29][C:30]([CH2:31][CH3:32])([OH:33])[CH2:34][CH3:35])[cH:26][cH:27]3)[CH2:37][CH3:38])[cH:17][cH:18]2)[cH:12]1)=[O:39].[CH3:47][OH:48].[Cl-:40].[NH4+:41].[Na+:2].[O:42]1[CH2:43][CH2:44][CH2:45][CH2:46]1.[OH-:1]>>[O:4]=[C:5]([CH2:6][c:7]1[cH:8][n:9][cH:10][c:11](-[c:13]2[cH:14][cH:15][c:16]([C:19]([CH2:20][CH3:21])([c:22]3[cH:23][c:24]([CH3:36])[c:25]([C:28]#[C:29][C:30]([CH2:31][CH3:32])([OH:33])[CH2:34][CH3:35])[cH:26][cH:27]3)[CH2:37][CH3:38])[cH:17][cH:18]2)[cH:12]1)[OH:39]. Reaction SMILES: [NH2:1][C:2]1[N:7]=[C:6]([C:8]2[O:9][CH:10]=[CH:11][CH:12]=2)[C:5]([C:13]#[N:14])=[C:4](S(C)(=O)=O)[N:3]=1.[CH3:19][O:20][CH2:21][CH2:22][NH2:23]>COCCOC>[NH2:1][C:2]1[N:7]=[C:6]([C:8]2[O:9][CH:10]=[CH:11][CH:12]=2)[C:5]([C:13]#[N:14])=[C:4]([NH:23][CH2:22][CH2:21][O:20][CH3:19])[N:3]=1. The reactants are NC1=NC(=C(C(=N1)C=1OC=CC1)C#N)S(=O)(=O)C (2-amino-4-furan-2-yl-6-methanesulfonyl-pyrimidine-5-carbonitrile), M—MeOCH═CH2, COCCN (2-methoxyethylamine), M—MeOCH2. Run in COCCOC (DME). Yields the product NC1=NC(=C(C(=N1)C=1OC=CC1)C#N)NCCOC (2-Amino-4-furan-2-yl-6-(2-methoxy-ethylamino)-pyrimidine-5-carbonitrile). Reported procedure: From 2-amino-4-furan-2-yl-6-methanesulfonyl-pyrimidine-5-carbonitrile and 2-methoxyethylamine in DME. EI-MS m/e (%): 259 (M+, 15), 214 ([M—MeOCH2]+, 100), 201 ([M—MeOCH═CH2]+, 78).